From a dataset of the Open Reaction Database (ORD), a public repository of structured organic reaction records. describe an organic reaction: reactants, conditions, products, and yield Starting materials: N[C@@H]1CC[C@H](CC1)NC1=NC=C(C(=C1)C1=NC(=CC=C1Cl)NCC1CCOCC1)Cl (N2′-(trans-4-aminocyclohexyl)-3,5′-dichloro-N6-((tetrahydro-2H-pyran-4-yl)methyl)-2,4′-bipyridine-2′,6-diamine), CCN(C(C)C)C(C)C (DIPEA), CC1=CC=C(C=C1)S(=O)(=O)OC[C@H]1OC(OC1)(C)C ((S)-(2,2-dimethyl-1,3-dioxolan-4-yl)methyl 4-methylbenzenesulfonate). The solvent is O (water), CN(C)C=O (DMF). Run at temperature 75 celsius. Product: ClC=1C(=NC(=CC1)NCC1CCOCC1)C1=CC(=NC=C1Cl)N[C@@H]1CC[C@H](CC1)NC[C@H]1OC(OC1)(C)C (3,5′-dichloro-N2′-(trans-4-(((R)-2,2-dimethyl-1,3-dioxolan-4-yl)methyl)aminocyclohexyl)-N6-((tetrahydro-2H-pyran-4-yl)methyl)-2,4′-bipyridine-2′,6-diamine). Isolated yield 5.3%. RXN SMILES: [NH2:1][C@H:2]1[CH2:7][CH2:6][C@H:5]([NH:8][C:9]2[CH:14]=[C:13]([C:15]3[C:20]([Cl:21])=[CH:19][CH:18]=[C:17]([NH:22][CH2:23][CH:24]4[CH2:29][CH2:28][O:27][CH2:26][CH2:25]4)[N:16]=3)[C:12]([Cl:30])=[CH:11][N:10]=2)[CH2:4][CH2:3]1.CCN(C(C)C)C(C)C.CC1C=CC(S(O[CH2:51][C@@H:52]2[CH2:56][O:55][C:54]([CH3:58])([CH3:57])[O:53]2)(=O)=O)=CC=1>CN(C=O)C.O>[Cl:21][C:20]1[C:15]([C:13]2[C:12]([Cl:30])=[CH:11][N:10]=[C:9]([NH:8][C@H:5]3[CH2:6][CH2:7][C@H:2]([NH:1][CH2:51][C@@H:52]4[CH2:56][O:55][C:54]([CH3:58])([CH3:57])[O:53]4)[CH2:3][CH2:4]3)[CH:14]=2)=[N:16][C:17]([NH:22][CH2:23][CH:24]2[CH2:29][CH2:28][O:27][CH2:26][CH2:25]2)=[CH:18][CH:19]=1. Procedure: To a stirred solution of N2′-(trans-4-aminocyclohexyl)-3,5′-dichloro-N6-((tetrahydro-2H-pyran-4-yl)methyl)-2,4′-bipyridine-2′,6-diamine (68 mg, 0.151 mmol) in DMF (0.2 ml) was added DIPEA (80 μL, 0.458 mmol) followed by (S)-(2,2-dimethyl-1,3-dioxolan-4-yl)methyl 4-methylbenzenesulfonate (42 mg, 0.147 mmol). The mixture was heated at 75° C. for 19 hours. The mixture was allowed to cool, then diluted with water and then extracted with EtOAc (×3). The organics were combined then washed with water (... Reactants: C(C)N(C=O)CC (N,N-diethylformamide), C(=O)N1CCCCC1 (N-formylpiperidine), C(C)N(CC)C=NC1=NC(=C2NC=NC2=N1)Cl (2-diethylaminomethyleneamino-6-chloropurine), N1(CCCCC1)C=NC1=NC(=C2NC=NC2=N1)Cl (2-piperidinomethyleneamino-6-chloropurine). The product is NC1=NC(=C2NC=NC2=N1)Cl (2-amino-6-chloropurine). RXN SMILES: C(N(CC)C=O)C.C(N1CCCCC1)=O.C(N(C=[N:22][C:23]1[N:31]=[C:30]2[C:26]([NH:27][CH:28]=[N:29]2)=[C:25]([Cl:32])[N:24]=1)CC)C.N1(C=NC2N=C3C(NC=N3)=C(Cl)N=2)CCCCC1>>[NH2:22][C:23]1[N:31]=[C:30]2[C:26]([NH:27][CH:28]=[N:29]2)=[C:25]([Cl:32])[N:24]=1. Reported procedure: The reaction is carried out in the same manner as in Example 2 except that N,N-diethylformamide or N-formylpiperidine is used in the place of N,N-dimethylformamide to yield, respectively, a crystal of 2-diethylaminomethyleneamino-6-chloropurine or 2-piperidinomethyleneamino-6-chloropurine as an intermediate for further synthesis. A further treatment is carried out in the same manner as in Example 2 on these crystals to yield a white crystal of 2-amino-6-chloropurine. The reactants are NC1=CC=C2C(=CC(OC2=C1)=O)C (7-amino-4-methyl-coumarin), C(C(=O)O)O (glycollic acid). Solvent: O (water). Conditions: time 30 minute. The product is OCC(=O)NC1=CC=C2C(=CC(OC2=C1)=O)C (7-Hydroxyacetamido-4-methyl-coumarin). Reaction SMILES: [NH2:1][C:2]1[CH:11]=[C:10]2[C:5]([C:6]([CH3:13])=[CH:7][C:8](=[O:12])[O:9]2)=[CH:4][CH:3]=1.[CH2:14]([OH:18])[C:15](O)=[O:16]>O>[OH:18][CH2:14][C:15]([NH:1][C:2]1[CH:11]=[C:10]2[C:5]([C:6]([CH3:13])=[CH:7][C:8](=[O:12])[O:9]2)=[CH:4][CH:3]=1)=[O:16]. Procedure details: 8.7 g of 7-amino-4-methyl-coumarin are stirred, under nitrogen, in a round-bottomed flask, together with 7.6 g of glycollic acid at an oil bath temperature of 150°-160°. The reaction mass becomes crystalline after about 30 minutes. It is diluted with water and the product is filtered off with suction and recrystallised from 200 ml of dimethylformamide and 100 ml of ethanol. 7-Hydroxyacetamido-4-methyl-coumarin with a melting point of 253°-254° is obtained. Reactants: CCOC(=O)c1[nH]c2ccc(OCc3ccccc3)cc2c1Br, CN(C)C=O, Fc1ccc(CBr)cc1, [H-], [Na+]. Product: CCOC(=O)c1c(Br)c2cc(OCc3ccccc3)ccc2n1Cc1ccc(F)cc1. Reaction SMILES: [CH2:1]([c:2]1[cH:3][cH:4][cH:5][cH:6][cH:7]1)[O:8][c:9]1[cH:10][c:11]2[c:12]([Br:23])[c:13]([C:18](=[O:19])[O:20][CH2:21][CH3:22])[nH:14][c:15]2[cH:16][cH:17]1.[CH3:35][N:36]([CH3:37])[CH:38]=[O:39].[F:26][c:27]1[cH:28][cH:29][c:30]([CH2:31][Br:32])[cH:33][cH:34]1.[H-:24].[Na+:25]>>[CH2:1]([c:2]1[cH:3][cH:4][cH:5][cH:6][cH:7]1)[O:8][c:9]1[cH:10][c:11]2[c:12]([Br:23])[c:13]([C:18](=[O:19])[O:20][CH2:21][CH3:22])[n:14]([CH2:31][c:30]3[cH:29][cH:28][c:27]([F:26])[cH:34][cH:33]3)[c:15]2[cH:16][cH:17]1. As a reaction SMILES: [CH2:1]([CH3:2])[O:3][C:4]([CH2:5][c:6]1[cH:7][c:8]([O:12][c:13]2[c:14]([CH2:25][N:26]3[C:27](=[O:31])[O:28][CH2:29][CH2:30]3)[cH:15][c:16](-[c:19]3[cH:20][n:21][n:22]([CH3:24])[cH:23]3)[cH:17][cH:18]2)[cH:9][cH:10][cH:11]1)=[O:32].[CH3:35][O:36][CH2:37][CH2:38][O:39][CH3:40].[Li+:33].[OH-:34].[OH2:41]>>[O:3]=[C:4]([CH2:5][c:6]1[cH:7][c:8]([O:12][c:13]2[c:14]([CH2:25][N:26]3[C:27](=[O:31])[O:28][CH2:29][CH2:30]3)[cH:15][c:16](-[c:19]3[cH:20][n:21][n:22]([CH3:24])[cH:23]3)[cH:17][cH:18]2)[cH:9][cH:10][cH:11]1)[OH:32]. Reactants: CCOC(=O)Cc1cccc(Oc2ccc(-c3cnn(C)c3)cc2CN2CCOC2=O)c1, COCCOC, [Li+], [OH-], O. Yields the product Cn1cc(-c2ccc(Oc3cccc(CC(=O)O)c3)c(CN3CCOC3=O)c2)cn1. The reactants are C(=O)(O)[O-].[Na+] (NaHCO3), C(C)(C)[SiH](C(C)C)C(C)C (Triisopropylsilane), FC(C(=O)O)(F)F (trifluoroacetic acid), C1(=CC=CC=C1)S(=O)(=O)N1C=C(C=2C1=NC=C(C2)N2CCOCC2)C=2C=NN(C2)C(C2=CC=CC=C2)(C2=CC=CC=C2)C2=CC=CC=C2 (1-Benzenesulfonyl-5-morpholin-4-yl-3-(trityl-1H-pyrazol-4-yl)-1H-pyrrolo[2,3-b]pyridine). Solvent: C(Cl)Cl (CH2Cl2), O (water), CCCCCC.CCOC(=O)C (Hexane AcOEt). Conditions: time 15 minute. Product: C1(=CC=CC=C1)S(=O)(=O)N1C=C(C=2C1=NC=C(C2)N2CCOCC2)C=2C=NNC2 (1-Benzenesulfonyl-5-morpholin-4-yl-3-(1H-pyrazol-4-yl)-1H-pyrrolo[2,3-b]pyridine). Yield: 64.5%. As a reaction SMILES: C([SiH](C(C)C)C(C)C)(C)C.FC(F)(F)C(O)=O.[C:18]1([S:24]([N:27]2[C:31]3=[N:32][CH:33]=[C:34]([N:36]4[CH2:41][CH2:40][O:39][CH2:38][CH2:37]4)[CH:35]=[C:30]3[C:29]([C:42]3[CH:43]=[N:44][N:45](C(C4C=CC=CC=4)(C4C=CC=CC=4)C4C=CC=CC=4)[CH:46]=3)=[CH:28]2)(=[O:26])=[O:25])[CH:23]=[CH:22][CH:21]=[CH:20][CH:19]=1.C([O-])(O)=O.[Na+]>C(Cl)Cl.CCCCCC.CCOC(C)=O.O>[C:18]1([S:24]([N:27]2[C:31]3=[N:32][CH:33]=[C:34]([N:36]4[CH2:37][CH2:38][O:39][CH2:40][CH2:41]4)[CH:35]=[C:30]3[C:29]([C:42]3[CH:46]=[N:45][NH:44][CH:43]=3)=[CH:28]2)(=[O:26])=[O:25])[CH:19]=[CH:20][CH:21]=[CH:22][CH:23]=1 |f:3.4,6.7|. Reported procedure: Triisopropylsilane (0.058 mL, 0.28 mmol), trifluoroacetic acid (TFA, 0.2 mL) and water (0.02 mL) were added to a solution of 56 (0.093 g, 0.14 mmol) in CH2Cl2 (2 mL). After string for 15 minutes, the pH of the mixture was adjusted to pH 7-8 with saturated aqueous NaHCO3 and product was extracted with CH2Cl2 twice. The combined organic solutions was dried (MgSO4) and concentrated to afford a tan syrup. Hexane:AcOEt (1:1) solution of was added to the syrup and the mixture was cooled with ice-water...